From a dataset of the Open Reaction Database (ORD), a public repository of structured organic reaction records. describe an organic reaction: reactants, conditions, products, and yield The reactants are CC(=O)N1CCC(CCC(=O)c2cc3c4c(c2)CCN4C(=O)CC3)CC1, Cc1ccccc1, Cl. The product is O=C(CCC1CCNCC1)c1cc2c3c(c1)CCN3C(=O)CC2. Reaction SMILES: [C:1](=[O:2])([CH3:3])[N:4]1[CH2:5][CH2:6][CH:7]([CH2:10][CH2:11][C:12](=[O:13])[c:14]2[cH:15][c:16]3[c:21]4[c:22]([cH:23]2)[CH2:24][CH2:25][N:20]4[C:19](=[O:26])[CH2:18][CH2:17]3)[CH2:8][CH2:9]1.[CH3:28][c:29]1[cH:30][cH:31][cH:32][cH:33][cH:34]1.[ClH:27]>>[NH:4]1[CH2:5][CH2:6][CH:7]([CH2:10][CH2:11][C:12](=[O:13])[c:14]2[cH:15][c:16]3[c:21]4[c:22]([cH:23]2)[CH2:24][CH2:25][N:20]4[C:19](=[O:26])[CH2:18][CH2:17]3)[CH2:8][CH2:9]1. Reactants: CNC(=O)C1(NC)CN(C(=O)OC(C)(C)C)C1, CCN(C(C)C)C(C)C, COc1cc2ncnc(Nc3cccc(Cl)c3F)c2cc1CCl, CN(C)C=O. Product: CNC(=O)C1(N(C)Cc2cc3c(Nc4cccc(Cl)c4F)ncnc3cc2OC)CN(C(=O)OC(C)(C)C)C1. Reaction SMILES: [CH3:10][NH:11][C:12]1([C:23](=[O:24])[NH:25][CH3:26])[CH2:13][N:14]([C:16](=[O:17])[O:18][C:19]([CH3:20])([CH3:21])[CH3:22])[CH2:15]1.[CH:1]([N:2]([CH:3]([CH3:4])[CH3:5])[CH2:6][CH3:7])([CH3:8])[CH3:9].[Cl:27][c:28]1[c:29]([F:49])[c:30]([NH:34][c:35]2[n:36][cH:37][n:38][c:39]3[cH:40][c:41]([O:47][CH3:48])[c:42]([CH2:45][Cl:46])[cH:43][c:44]23)[cH:31][cH:32][cH:33]1.[O:50]=[CH:51][N:52]([CH3:53])[CH3:54]>>[CH3:10][N:11]([C:12]1([C:23](=[O:24])[NH:25][CH3:26])[CH2:13][N:14]([C:16](=[O:17])[O:18][C:19]([CH3:20])([CH3:21])[CH3:22])[CH2:15]1)[CH2:45][c:42]1[c:41]([O:47][CH3:48])[cH:40][c:39]2[n:38][cH:37][n:36][c:35]([NH:34][c:30]3[c:29]([F:49])[c:28]([Cl:27])[cH:33][cH:32][cH:31]3)[c:44]2[cH:43]1. Reactants: [BH4-], CC(=O)c1c(CCN(C)C)nc(-c2ccccc2)nc1-c1cccc([N+](=O)[O-])c1, CO, ClC(Cl)Cl, [Na+], O. Yields the product CC(O)c1c(CCN(C)C)nc(-c2ccccc2)nc1-c1cccc([N+](=O)[O-])c1. Reaction SMILES: [BH4-:30].[C:1]([CH3:2])(=[O:3])[c:4]1[c:5](-[c:21]2[cH:22][c:23]([N+:27](=[O:28])[O-:29])[cH:24][cH:25][cH:26]2)[n:6][c:7](-[c:15]2[cH:16][cH:17][cH:18][cH:19][cH:20]2)[n:8][c:9]1[CH2:10][CH2:11][N:12]([CH3:13])[CH3:14].[CH3:37][OH:38].[CH:33]([Cl:34])([Cl:35])[Cl:36].[Na+:31].[OH2:32]>>[CH:1]([CH3:2])([OH:3])[c:4]1[c:5](-[c:21]2[cH:22][c:23]([N+:27](=[O:28])[O-:29])[cH:24][cH:25][cH:26]2)[n:6][c:7](-[c:15]2[cH:16][cH:17][cH:18][cH:19][cH:20]2)[n:8][c:9]1[CH2:10][CH2:11][N:12]([CH3:13])[CH3:14].